This data is from the Open Reaction Database (ORD), a public repository of structured organic reaction records. The task is: describe an organic reaction: reactants, conditions, products, and yield Starting materials: OCC=1C=CC(=C(C(=O)OC)C1)OC (methyl 5-hydroxymethyl-2-methoxybenzoate), S(=O)(Cl)Cl (thionyl chloride), N1N=NC2=C1C=CC=C2 (1,2,3-benzotriazole). Run in C(Cl)Cl (methylene chloride), C(Cl)Cl (methylene chloride). The product is ClCC=1C=CC(=C(C(=O)OC)C1)OC (methyl 5-chloromethyl-2-methoxybenzoate). Isolated yield 91.4%. RXN SMILES: S(Cl)([Cl:3])=O.N1C2C=CC=CC=2N=N1.O[CH2:15][C:16]1[CH:17]=[CH:18][C:19]([O:26][CH3:27])=[C:20]([CH:25]=1)[C:21]([O:23][CH3:24])=[O:22]>C(Cl)Cl>[Cl:3][CH2:15][C:16]1[CH:17]=[CH:18][C:19]([O:26][CH3:27])=[C:20]([CH:25]=1)[C:21]([O:23][CH3:24])=[O:22]. Procedure details: To 54.6 g of 5-formylsalicylic acid, was added 500 mL of methanol, and then 36 mL of thionyl chloride was slowly added dropwise to the mixture. After the mixture was refluxed under heating for 5 hours, the solvents were distilled off. 600 mL of ethyl acetate and an aqueous sodium chloride solution were added to the mixture, to extract the organic phase, which was then dried over sodium sulfate, followed by distilling off the solvents, to give 58.7 g of methyl 5-formylsalicylate. 500 mL of aceton...